From a dataset of the Open Reaction Database (ORD), a public repository of structured organic reaction records. describe an organic reaction: reactants, conditions, products, and yield Starting materials: NC=1C=C2C(=CC(=NC2=C(C1)C)C)C (6-amino-4,8-dimethylquinaldine), ClC1=C2C(C(=O)OC2=O)=C(C(=C1Cl)Cl)Cl (3,4,5,6-tetrachlorophthalic anhydride). Solvent: ClC1=C(C=CC=C1)Cl (o-dichlorobenzene). Product: CC1=CC(=NC2=C(C=C(C=C12)N1C(C=2C(C1=O)=C(C(=C(C2Cl)Cl)Cl)Cl)=O)C)C (4,8-dimethyl-6-(3,4,5,6-tetrachlorophthalimido)-quinaldine). Isolated yield 87.0%. RXN SMILES: [NH2:1][C:2]1[CH:3]=[C:4]2[C:9](=[C:10]([CH3:12])[CH:11]=1)[N:8]=[C:7]([CH3:13])[CH:6]=[C:5]2[CH3:14].[Cl:15][C:16]1[C:26]([Cl:27])=[C:25]([Cl:28])[C:24]([Cl:29])=[C:18]2[C:19]([O:21][C:22](=O)[C:17]=12)=[O:20]>ClC1C=CC=CC=1Cl>[CH3:14][C:5]1[C:4]2[C:9](=[C:10]([CH3:12])[CH:11]=[C:2]([N:1]3[C:22](=[O:21])[C:17]4=[C:16]([Cl:15])[C:26]([Cl:27])=[C:25]([Cl:28])[C:24]([Cl:29])=[C:18]4[C:19]3=[O:20])[CH:3]=2)[N:8]=[C:7]([CH3:13])[CH:6]=1. Procedure details: 350 g of o-dichlorobenzene was added to 186 g (1.0 mole) of 6-amino-4,8-dimethylquinaldine and 286 g (1.0 mole) of 3,4,5,6-tetrachlorophthalic anhydride, and the mixture was refluxed at the boiling point for 4 hours. The reaction mixture was then cooled. The crystals precipitated were collected by filtration, and dried to afford 394 g (0.87 mole) of 4,8-dimethyl-6-(3,4,5,6-tetrachlorophthalimido)-quinaldine. Then, 372 g (1.30 moles) of 3,4,5,6-tetrachlorophthalic anhydride, 2,000 g of 1,2,4-tric... The reactants are CI (MeI), [H-].[Na+] (NaH), C1(=CC=CC=C1)C=1C=CC(=NC1C1=CC=CC=C1)C(C)=NO (1-(5,6-diphenyl-pyridin-2-yl)-ethanone oxime), C1(=CC=CC=C1)C=1C=CC(=NC1C1=CC=CC=C1)C(C)=NO (1-(5,6-diphenyl-pyridin-2-yl)-ethanone oxime). Solvent: C1CCOC1 (THF), C1CCOC1 (THF). Conditions: time 1 hour. The product is CON=C(C)C1=NC(=C(C=C1)C1=CC=CC=C1)C1=CC=CC=C1 (1-(5,6-Diphenyl-pyridin-2-yl)-ethanone O-Methyloxime). RXN SMILES: [H-].[Na+].[C:3]1([C:9]2[CH:10]=[CH:11][C:12]([C:21](=[N:23][OH:24])[CH3:22])=[N:13][C:14]=2[C:15]2[CH:20]=[CH:19][CH:18]=[CH:17][CH:16]=2)[CH:8]=[CH:7][CH:6]=[CH:5][CH:4]=1.[CH3:25]I>C1COCC1>[CH3:25][O:24][N:23]=[C:21]([C:12]1[CH:11]=[CH:10][C:9]([C:3]2[CH:4]=[CH:5][CH:6]=[CH:7][CH:8]=2)=[C:14]([C:15]2[CH:16]=[CH:17][CH:18]=[CH:19][CH:20]=2)[N:13]=1)[CH3:22] |f:0.1|. Procedure: General Procedure Q. To a suspension of NaH (20 mg, 0.80 mmol) in THF (2 ml) at 0° C. was added a solution of 1-(5,6-diphenyl-pyridin-2-yl)-ethanone oxime (Compound 80, 46 mg, 0.16 mmol) in THF (1 ml). After the mixture was stirred at the same temperature for 1 hour, MeI (140 mg, 0.99 mmol) was added and the solution was stirred overnight at room temperature. The reaction was quenched with water, and the products were extracted with ethyl acetate. The combined organic layers were washed with bri... The reactants are CC1(C)OB(c2cnc(N)c3ccccc23)OC1(C)C, CC#N, CC(C)(O)c1cc2nc(Cl)nc(N3CCOCC3)c2s1, [Na+], [Na+], O=C([O-])[O-], O. The product is CC(C)(O)c1cc2nc(-c3cnc(N)c4ccccc34)nc(N3CCOCC3)c2s1. As a reaction SMILES: [CH3:21][C:22]1([CH3:23])[C:24]([CH3:25])([CH3:26])[O:27][B:28]([c:29]2[cH:30][n:31][c:32]([NH2:39])[c:33]3[cH:34][cH:35][cH:36][cH:37][c:38]23)[O:40]1.[CH3:47][C:48]#[N:49].[Cl:1][c:2]1[n:3][c:4]([N:15]2[CH2:16][CH2:17][O:18][CH2:19][CH2:20]2)[c:5]2[c:6]([n:7]1)[cH:8][c:9]([C:11]([CH3:12])([CH3:13])[OH:14])[s:10]2.[Na+:41].[Na+:42].[O-:43][C:44](=[O:45])[O-:46].[OH2:50]>>[c:2]1(-[c:29]2[cH:30][n:31][c:32]([NH2:39])[c:33]3[cH:34][cH:35][cH:36][cH:37][c:38]23)[n:3][c:4]([N:15]2[CH2:16][CH2:17][O:18][CH2:19][CH2:20]2)[c:5]2[c:6]([n:7]1)[cH:8][c:9]([C:11]([CH3:12])([CH3:13])[OH:14])[s:10]2. Starting materials: O=C1CCC(=O)N1Br, ClC(Cl)(Cl)Cl, COc1ccc(-c2cc(-c3ccc(OC)cc3)nc(C)n2)cc1, ClCCl, CC(C)(C#N)N=NC(C)(C)C#N. Product: COc1ccc(-c2cc(-c3ccc(OC)cc3)nc(CBr)n2)cc1. As a reaction SMILES: [Br:24][N:25]1[C:26](=[O:27])[CH2:28][CH2:29][C:30]1=[O:31].[C:44]([Cl:45])([Cl:46])([Cl:47])[Cl:48].[CH3:1][O:2][c:3]1[cH:4][cH:5][c:6](-[c:9]2[n:10][c:11]([CH3:23])[n:12][c:13](-[c:15]3[cH:16][cH:17][c:18]([O:21][CH3:22])[cH:19][cH:20]3)[cH:14]2)[cH:7][cH:8]1.[Cl:49][CH2:50][Cl:51].[N:32]([C:33]([CH3:34])([CH3:35])[C:36]#[N:37])=[N:38][C:39]([CH3:40])([CH3:41])[C:42]#[N:43]>>[CH3:1][O:2][c:3]1[cH:4][cH:5][c:6](-[c:9]2[n:10][c:11]([CH2:23][Br:24])[n:12][c:13](-[c:15]3[cH:16][cH:17][c:18]([O:21][CH3:22])[cH:19][cH:20]3)[cH:14]2)[cH:7][cH:8]1. Starting materials: NC1=CC=C(C=C1)C=1C(CC(NN1)=O)C (6-(p-aminophenyl)-5-methyl-4,5-dihydropyridaz-3-one), ClCCC(=O)Cl (3-chloropropionyl chloride). Run in C1(=CC=CC=C1)C (toluene). Product: ClCCC(=O)NC1=CC=C(C=C1)C=1C(CC(NN1)=O)C (6-[p-(3-chloropropionylamino)-phenyl]-5-methyl-4,5-dihydropyridaz-3-one). Isolated yield 66.7%. As a reaction SMILES: [NH2:1][C:2]1[CH:7]=[CH:6][C:5]([C:8]2[CH:9]([CH3:15])[CH2:10][C:11](=[O:14])[NH:12][N:13]=2)=[CH:4][CH:3]=1.[Cl:16][CH2:17][CH2:18][C:19](Cl)=[O:20]>C1(C)C=CC=CC=1>[Cl:16][CH2:17][CH2:18][C:19]([NH:1][C:2]1[CH:7]=[CH:6][C:5]([C:8]2[CH:9]([CH3:15])[CH2:10][C:11](=[O:14])[NH:12][N:13]=2)=[CH:4][CH:3]=1)=[O:20]. Reported procedure: 6.0 g (29.6 millimoles) of 6-(p-aminophenyl)-5-methyl-4,5-dihydropyridaz-3-one and 4.1 g (32.3 millimoles) of 3-chloropropionyl chloride are stirred with 100 ml of absolute toluene for 4 hours at 80° C. The product is filtered off at 10° C., washed with water and dried under reduced pressure at 50° C. 5.8 g (67% of theory) of 6-[p-(3-chloropropionylamino)-phenyl]-5-methyl-4,5-dihydropyridaz-3-one are obtained as beige crystals which, after recrystallization from methanol, melt, with decompositio... Starting materials: CC(=O)O[BH-](OC(C)=O)OC(C)=O, CC(C)=O, CC(=O)O, CO, [Na+], c1ccc(-c2cc(-c3cnc4cc(C5CCNCC5)ccn34)ccn2)cc1. Yields the product CC(C)N1CCC(c2ccn3c(-c4ccnc(-c5ccccc5)c4)cnc3c2)CC1. RXN SMILES: [C:36]([O:37][BH-:38]([O:39][C:40](=[O:41])[CH3:42])[O:43][C:44](=[O:45])[CH3:46])(=[O:47])[CH3:48].[CH3:28][C:29]([CH3:30])=[O:31].[CH3:32][C:33](=[O:34])[OH:35].[CH3:50][OH:51].[Na+:49].[c:1]1(-[c:7]2[n:8][cH:9][cH:10][c:11](-[c:13]3[cH:14][n:15][c:16]4[n:17]3[cH:18][cH:19][c:20]([CH:22]3[CH2:23][CH2:24][NH:25][CH2:26][CH2:27]3)[cH:21]4)[cH:12]2)[cH:2][cH:3][cH:4][cH:5][cH:6]1>>[c:1]1(-[c:7]2[n:8][cH:9][cH:10][c:11](-[c:13]3[cH:14][n:15][c:16]4[n:17]3[cH:18][cH:19][c:20]([CH:22]3[CH2:23][CH2:24][N:25]([CH:29]([CH3:28])[CH3:30])[CH2:26][CH2:27]3)[cH:21]4)[cH:12]2)[cH:2][cH:3][cH:4][cH:5][cH:6]1.